From a dataset of the Open Reaction Database (ORD), a public repository of structured organic reaction records. describe an organic reaction: reactants, conditions, products, and yield Reactants: CC(C)(C)[Si](C)(C)OCC=O, [BH3-]C#N, CO, Cl, CCOC(=O)c1cn(CC2CCNC2)c2ccc(I)cc2c1=O, [Na+], O. Product: CCOC(=O)c1cn(CC2CCN(CCO[Si](C)(C)C(C)(C)C)C2)c2ccc(I)cc2c1=O. As a reaction SMILES: [C:25]([CH3:26])([CH3:27])([CH3:28])[Si:29]([O:30][CH2:31][CH:32]=[O:33])([CH3:34])[CH3:35].[C:36]([BH3-:37])#[N:38].[CH3:41][OH:42].[ClH:1].[I:2][c:3]1[cH:4][c:5]2[c:6](=[O:24])[c:7]([C:19](=[O:20])[O:21][CH2:22][CH3:23])[cH:8][n:9]([CH2:13][CH:14]3[CH2:15][NH:16][CH2:17][CH2:18]3)[c:10]2[cH:11][cH:12]1.[Na+:39].[OH2:40]>>[I:2][c:3]1[cH:4][c:5]2[c:6](=[O:24])[c:7]([C:19](=[O:20])[O:21][CH2:22][CH3:23])[cH:8][n:9]([CH2:13][CH:14]3[CH2:15][N:16]([CH2:32][CH2:31][O:30][Si:29]([C:25]([CH3:26])([CH3:27])[CH3:28])([CH3:34])[CH3:35])[CH2:17][CH2:18]3)[c:10]2[cH:11][cH:12]1.